This data is from the Open Reaction Database (ORD), a public repository of structured organic reaction records. The task is: describe an organic reaction: reactants, conditions, products, and yield The reactants are ClC1=C(C=CC(=C1)OC)C1=C(C=C2N1N=C(C=C2O)C)C (7-(2-chloro-4-methoxyphenyl)-2,6-dimethylpyrrolo[1,2-b]pyridazin-4-ol), P(Br)(Br)Br (phosphorus tribromide), C(=O)(O)[O-].[Na+] (NaHCO3). Solvent: C(Cl)(Cl)Cl (CHCl3), BrC1=CC=CC=C1 (bromobenzene). Product: BrC=1C=2N(N=C(C1)C)C(=C(C2)C)C2=C(C=C(C=C2)OC)Cl (4-bromo-7-(2-chloro-4-methoxyphenyl)-2,6-dimethylpyrrolo[1,2-b]pyridazine). Yield: 90.1%. As a reaction SMILES: [Cl:1][C:2]1[CH:7]=[C:6]([O:8][CH3:9])[CH:5]=[CH:4][C:3]=1[C:10]1[N:14]2[N:15]=[C:16]([CH3:20])[CH:17]=[C:18](O)[C:13]2=[CH:12][C:11]=1[CH3:21].P(Br)(Br)[Br:23].C([O-])(O)=O.[Na+]>BrC1C=CC=CC=1.C(Cl)(Cl)Cl>[Br:23][C:18]1[C:13]2[N:14]([C:10]([C:3]3[CH:4]=[CH:5][C:6]([O:8][CH3:9])=[CH:7][C:2]=3[Cl:1])=[C:11]([CH3:21])[CH:12]=2)[N:15]=[C:16]([CH3:20])[CH:17]=1 |f:2.3|. Procedure: A solution of 7-(2-chloro-4-methoxyphenyl)-2,6-dimethylpyrrolo[1,2-b]pyridazin-4-ol (2.89 g, 9.50 mmol) and phosphorus tribromide (4.20 mL, 12.0 g, 44.0 mmol) in bromobenzene (50.0 mL) was refluxed for 1 h. After cooling down to room temperature, the mixture was diluted with CHCl3. Saturated NaHCO3 solution was added to neutralize and separated immediately. The aqueous layer was extracted with CHCl3 (2×). The combined CHCl3 solution was dried over MgSO4 and filtered. The filtrate was concentrate... Starting materials: C(C)(C)C=1SC=C(N1)COC(=O)N[C@@H](C(C)C)C(=O)O (N-((2-isopropyl-4-thiazolyl)methoxycarbonyl)valine), N[C@@H](CC1=CC=CC=C1)[C@H](C[C@@H](CC1=CN=CS1)NC(=O)OCC1=CN=CS1)O ((2S,3S,5S)-2-amino-1-phenyl-5-(N-((5-thiazolyl)methoxycarbonyl)amino)-6-(5-thiazolyl)-3-hydroxyhexane), CO (methanol). The solvent is C(Cl)(Cl)Cl (chloroform). Yields the product C(C)(C)C=1SC=C(N1)COC(=O)N[C@@H](C(C)C)C(=O)N[C@@H](CC1=CC=CC=C1)[C@H](C[C@@H](CC1=CN=CS1)NC(=O)OCC1=CN=CS1)O ((2S,3S,5S)-2-(N-(N-((2-Isopropyl-4-thiazolyl)methoxycarbonyl)valinyl)amino)-1-phenyl-5-(N-((5-thiazolyl)methoxycarbonyl)amino)-6-(5-thiazolyl)-3-hydroxyhexane). Reaction SMILES: [CH:1]([C:4]1[S:5][CH:6]=[C:7]([CH2:9][O:10][C:11]([NH:13][C@H:14]([C:18]([OH:20])=O)[CH:15]([CH3:17])[CH3:16])=[O:12])[N:8]=1)([CH3:3])[CH3:2].[NH2:21][C@H:22]([C@@H:30]([OH:49])[CH2:31][C@H:32]([NH:39][C:40]([O:42][CH2:43][C:44]1[S:48][CH:47]=[N:46][CH:45]=1)=[O:41])[CH2:33][C:34]1[S:38][CH:37]=[N:36][CH:35]=1)[CH2:23][C:24]1[CH:29]=[CH:28][CH:27]=[CH:26][CH:25]=1.CO>C(Cl)(Cl)Cl>[CH:1]([C:4]1[S:5][CH:6]=[C:7]([CH2:9][O:10][C:11]([NH:13][C@H:14]([C:18]([NH:21][C@H:22]([C@@H:30]([OH:49])[CH2:31][C@H:32]([NH:39][C:40]([O:42][CH2:43][C:44]2[S:48][CH:47]=[N:46][CH:45]=2)=[O:41])[CH2:33][C:34]2[S:38][CH:37]=[N:36][CH:35]=2)[CH2:23][C:24]2[CH:25]=[CH:26][CH:27]=[CH:28][CH:29]=2)=[O:20])[CH:15]([CH3:16])[CH3:17])=[O:12])[N:8]=1)([CH3:2])[CH3:3]. Procedure details: Using the procedure of Example 1U but replacing N-((N-methyl-N-((2-isopropyl-4-thiazolyl)methyl)amino)carbonyl)-L-valine with N-((2-isopropyl-4-thiazolyl)methoxycarbonyl)valine and replacing (2S,3S,5S)-5-amino-2-(N-((5-thiazolyl)methoxycarbonyl)amino)-1,6-diphenyl-3-hydroxyhexane with (2S,3S,5S)-2-amino-1-phenyl-5-(N-((5-thiazolyl)methoxycarbonyl)amino)-6-(5-thiazolyl)-3-hydroxyhexane provided, after silica gel chromatography using 1% methanol in chloroform, 54 mg (66%) of the desired compound (... The reactants are [Li]CCCC (BuLi), CC(C(=O)Cl)(C=C)C (2,2-dimethyl-but-3-enoyl chloride), C(CC(=O)O)(=O)OCC (Monoethyl hydrogen malonate), N1=C(C=CC=C1)C1=NC=CC=C1 (bipyridyl), [Li]CCCC (BuLi). Solvent: C1CCOC1 (THF), C1CCOC1 (THF), C1CCOC1 (THF), CCOCC (ether). Conditions: time 3 hour. The product is C(C)OC(CC(C(C=C)(C)C)=O)=O (4,4-dimethyl-3-oxo-hex-5-enoic acid ethyl ester). Isolated yield 101.3%. RXN SMILES: [C:1]([O:7][CH2:8][CH3:9])(=[O:6])[CH2:2][C:3]([OH:5])=O.N1C=CC=CC=1C1C=CC=CN=1.[Li]CCCC.[CH3:27][C:28](C)([CH:32]=[CH2:33])[C:29](Cl)=O>C1COCC1.CCOCC>[CH2:8]([O:7][C:1](=[O:6])[CH2:2][C:3](=[O:5])[C:28]([CH3:29])([CH3:27])[CH:32]=[CH2:33])[CH3:9]. Procedure: Monoethyl hydrogen malonate (7.2 g, 0.05 mol) and bipyridyl (few milligrams) were dissolved in THF (90 ml) and the system was flushed with nitrogen. The solution was cooled to −70°, then BuLi (2.5 M in hexanes, 37 ml, 0.09 mol) was added. After the addition of only ˜10 ml of BuLi the solution turned pink and additional THF (15 ml) was required to enable magnetic stirring. The cooling bath was removed and the remaining BuLi was added, the temperature was allowed to reach −10°, upon which the solu... Reactants: C(C)C1C(CCC(C(OC(C2CCCCN2C(C(C2(C(CC(C(C(CC(CC(=C1)C)C)OC)O2)OC)C)O)=O)=O)=O)C(=CC2CC(C(CC2)N=[N+]=[N-])OCC)C)C)=O (17-Ethyl-1-hydroxy-12-[2'-[4"-azido-3"-ethoxycyclohexyl]-1'-methylvinyl]-23,25-dimethoxy-13,19,21,27-tetramethyl-11,28-dioxa-4-azatricyclo[22.3.1.04,9 ]octacos-18-ene-2,3,10,16-tetraone), C1(=CC=CC=C1)P(C1=CC=CC=C1)C1=CC=CC=C1 (triphenylphosphine). Run in C1=CC=CC=C1 (benzene). Product: C(C)C1C(CCC(C(OC(C2CCCCN2C(C(C2(C(CC(C(C(CC(CC(=C1)C)C)OC)O2)OC)C)O)=O)=O)=O)C(=CC2CC(C(CC2)N)OCC)C)C)=O (17-Ethyl-1-hydroxy-12-[2'-[4"-amino-3"-ethoxycyclohexyl]-1'-methylvinyl]-23,25-dimethoxy-13,19,21,27-tetramethyl-11,28-dioxa-4-azatricyclo[22.3.1.04,9 ]octacos-18-ene-2,3,10,16-tetraone). Reaction SMILES: [CH2:1]([CH:3]1[CH:29]=[C:28]([CH3:30])[CH2:27][CH:26]([CH3:31])[CH2:25][CH:24]([O:32][CH3:33])[CH:23]2[O:34][C:19]([OH:38])([CH:20]([CH3:37])[CH2:21][CH:22]2[O:35][CH3:36])[C:18](=[O:39])[C:17](=[O:40])[N:16]2[CH:11]([CH2:12][CH2:13][CH2:14][CH2:15]2)[C:10](=[O:41])[O:9][CH:8]([C:42]([CH3:56])=[CH:43][CH:44]2[CH2:49][CH2:48][CH:47]([N:50]=[N+]=[N-])[CH:46]([O:53][CH2:54][CH3:55])[CH2:45]2)[CH:7]([CH3:57])[CH2:6][CH2:5][C:4]1=[O:58])[CH3:2].C1(P(C2C=CC=CC=2)C2C=CC=CC=2)C=CC=CC=1>C1C=CC=CC=1>[CH2:1]([CH:3]1[CH:29]=[C:28]([CH3:30])[CH2:27][CH:26]([CH3:31])[CH2:25][CH:24]([O:32][CH3:33])[CH:23]2[O:34][C:19]([OH:38])([CH:20]([CH3:37])[CH2:21][CH:22]2[O:35][CH3:36])[C:18](=[O:39])[C:17](=[O:40])[N:16]2[CH:11]([CH2:12][CH2:13][CH2:14][CH2:15]2)[C:10](=[O:41])[O:9][CH:8]([C:42]([CH3:56])=[CH:43][CH:44]2[CH2:49][CH2:48][CH:47]([NH2:50])[CH:46]([O:53][CH2:54][CH3:55])[CH2:45]2)[CH:7]([CH3:57])[CH2:6][CH2:5][C:4]1=[O:58])[CH3:2]. Procedure: A solution of 17-ethyl-1-hydroxy-12-[2'-[4"-azido-3"-ethoxycyclohexyl]-1'-methylvinyl]-23,25-dimethoxy-13,19,21,27-tetramethyl-11,28-dioxa-4-azatricyclo[22.3.1.04,9 ]octacos-18-ene-2,3,10,16-tetraone (28 mg, Example 48) and triphenylphosphine (9 mg) in 1 ml of wet benzene is refluxed overnight. The solvent is removed in vacuo and the residue is purified on silica gel column to give the title compound. Reactants: ClC1=CC=C(C=C1)S(=O)(=O)NC(C(=O)NCCCC(=O)OC)CO ((RS)-2-(4-chlorobenzenesulfonylamino)-3-hydroxy-N-(3-methoxycarbonylpropyl)propanamide), S(=O)(=O)(C)Cl (mesyl chloride). Product: ClC1=CC=C(C=C1)S(=O)(=O)NC(C(=O)NCCCC(=O)OC)COS(=O)(=O)C ((RS)-2-(4-chlorobenzenesulfonylamino)-3-methanesulfonyloxy-N-(3-methoxycarbonylpropyl)propanamide). Reaction SMILES: [Cl:1][C:2]1[CH:7]=[CH:6][C:5]([S:8]([NH:11][CH:12]([CH2:23][OH:24])[C:13]([NH:15][CH2:16][CH2:17][CH2:18][C:19]([O:21][CH3:22])=[O:20])=[O:14])(=[O:10])=[O:9])=[CH:4][CH:3]=1.[S:25](Cl)([CH3:28])(=[O:27])=[O:26]>>[Cl:1][C:2]1[CH:7]=[CH:6][C:5]([S:8]([NH:11][CH:12]([CH2:23][O:24][S:25]([CH3:28])(=[O:27])=[O:26])[C:13]([NH:15][CH2:16][CH2:17][CH2:18][C:19]([O:21][CH3:22])=[O:20])=[O:14])(=[O:10])=[O:9])=[CH:4][CH:3]=1. Procedure: The procedure described in Example 65 was repeated, except that (RS)-2-(4-chlorobenzenesulfonylamino)-3-hydroxy-N-(3-methoxycarbonylpropyl)propanamide (504 mg) was reacted with mesyl chloride to obtain (RS)-2-(4-chlorobenzenesulfonylamino)-3-methanesulfonyloxy-N-(3-methoxycarbonylpropyl)propanamide (497.8 mg). The reactants are CC(Cc1cccc(C(C)(C)NC(=O)OC(C)(C)C)c1)NC(=O)OCc1ccccc1, CO, C1=CCC=CC1. The product is CC(N)Cc1cccc(C(C)(C)NC(=O)OC(C)(C)C)c1. Reaction SMILES: [C:1]([CH3:2])([CH3:3])([CH3:4])[O:5][C:6]([NH:7][C:8]([CH3:9])([CH3:10])[c:11]1[cH:12][c:13]([CH2:17][CH:18]([CH3:19])[NH:20][C:21]([O:22][CH2:23][c:24]2[cH:25][cH:26][cH:27][cH:28][cH:29]2)=[O:30])[cH:14][cH:15][cH:16]1)=[O:31].[CH3:38][OH:39].[CH:32]1=[CH:37][CH2:36][CH:35]=[CH:34][CH2:33]1>>[C:1]([CH3:2])([CH3:3])([CH3:4])[O:5][C:6]([NH:7][C:8]([CH3:9])([CH3:10])[c:11]1[cH:12][c:13]([CH2:17][CH:18]([CH3:19])[NH2:20])[cH:14][cH:15][cH:16]1)=[O:31]. The reactants are C(C1=CC=CC=C1)N1N=C(C2=CC=CC=C12)OS(=O)(=O)C1=CC=C(C=C1)C (toluene-4-sulfonic acid 1-benzyl-1H-indazol-3-yl ester), C#CCCCCC (1-heptyne). The solvent is CCCCCCC.C(Cl)Cl (heptane DCM). Product: C(C1=CC=CC=C1)N1N=C(C2=CC=CC=C12)C#CCCCCC (1-Benzyl-3-hept-1-ynyl-1H-indazole). As a reaction SMILES: [CH2:1]([N:8]1[C:16]2[C:11](=[CH:12][CH:13]=[CH:14][CH:15]=2)[C:10](OS(C2C=CC(C)=CC=2)(=O)=O)=[N:9]1)[C:2]1[CH:7]=[CH:6][CH:5]=[CH:4][CH:3]=1.[CH:28]#[C:29][CH2:30][CH2:31][CH2:32][CH2:33][CH3:34]>CCCCCCC.C(Cl)Cl>[CH2:1]([N:8]1[C:16]2[C:11](=[CH:12][CH:13]=[CH:14][CH:15]=2)[C:10]([C:28]#[C:29][CH2:30][CH2:31][CH2:32][CH2:33][CH3:34])=[N:9]1)[C:2]1[CH:3]=[CH:4][CH:5]=[CH:6][CH:7]=1 |f:2.3|. Procedure details: This product was prepared from toluene-4-sulfonic acid 1-benzyl-1H-indazol-3-yl ester and 1-heptyne following the general procedure for the Sonogashira cross-coupling reaction described above. Chromatography eluent: heptane/DCM 1:1; yield (84 mg, 54%); 1H NMR δ (CDCl3): 7.9 (d, J=8.02 Hz, 1H), 7.4-7.19 (m, 8H), 5.5 (s, 2H), 2.48 (t, J=7.22 Hz, 2H), 1.65 (p, J=7.18 Hz, 2H), 1.5-1.32 (m, 4H), 0.94 (t, J=7.21 Hz, 3H); LCMS m/z: 302. Starting materials: COC(=O)c1ccc2c(c1)CC(C)(C)C(c1cccc(C(=O)NCCN(C)C)c1)N2, CO, [Na+], [OH-]. The product is CN(C)CCNC(=O)c1cccc(C2Nc3ccc(C(=O)O)cc3CC2(C)C)c1. RXN SMILES: [CH3:1][N:2]([CH2:3][CH2:4][NH:5][C:6](=[O:7])[c:8]1[cH:9][c:10]([CH:14]2[NH:15][c:16]3[cH:17][cH:18][c:19]([C:26](=[O:27])[O:28][CH3:29])[cH:20][c:21]3[CH2:22][C:23]2([CH3:24])[CH3:25])[cH:11][cH:12][cH:13]1)[CH3:30].[CH3:33][OH:34].[Na+:32].[OH-:31]>>[CH3:1][N:2]([CH2:3][CH2:4][NH:5][C:6](=[O:7])[c:8]1[cH:9][c:10]([CH:14]2[NH:15][c:16]3[cH:17][cH:18][c:19]([C:26](=[O:27])[OH:28])[cH:20][c:21]3[CH2:22][C:23]2([CH3:24])[CH3:25])[cH:11][cH:12][cH:13]1)[CH3:30].